Dataset: the Open Reaction Database (ORD), a public repository of structured organic reaction records. Task: describe an organic reaction: reactants, conditions, products, and yield Reactants: CC(=O)N1CCN(CC(C)(C)NC(=O)OCc2ccccc2)CC1, CI, CCO. Yields the product CC(=O)N1CC[N+](C)(CC(C)(C)NC(=O)OCc2ccccc2)CC1, [I-]. As a reaction SMILES: [C:1]([CH3:2])(=[O:3])[N:4]1[CH2:5][CH2:6][N:7]([CH2:10][C:11]([CH3:12])([CH3:13])[NH:14][C:15]([O:16][CH2:17][c:18]2[cH:19][cH:20][cH:21][cH:22][cH:23]2)=[O:24])[CH2:8][CH2:9]1.[CH3:25][I:26].[CH3:27][CH2:28][OH:29]>>[C:1]([CH3:2])(=[O:3])[N:4]1[CH2:5][CH2:6][N+:7]([CH2:10][C:11]([CH3:12])([CH3:13])[NH:14][C:15]([O:16][CH2:17][c:18]2[cH:19][cH:20][cH:21][cH:22][cH:23]2)=[O:24])([CH3:25])[CH2:8][CH2:9]1.[I-:26]. The reactants are C1CCOC1, COC(=O)c1c(C)cc(-c2cccc(C(F)(F)F)c2)nc1OC, CO, Cl, [Li+], [OH-], O. Product: COc1nc(-c2cccc(C(F)(F)F)c2)cc(C)c1C(=O)O. Reaction SMILES: [CH2:28]1[O:29][CH2:30][CH2:31][CH2:32]1.[CH3:1][O:2][C:3]([c:4]1[c:5]([O:21][CH3:22])[n:6][c:7](-[c:11]2[cH:12][c:13]([C:17]([F:18])([F:19])[F:20])[cH:14][cH:15][cH:16]2)[cH:8][c:9]1[CH3:10])=[O:23].[CH3:33][OH:34].[ClH:26].[Li+:24].[OH-:25].[OH2:27]>>[O:2]=[C:3]([c:4]1[c:5]([O:21][CH3:22])[n:6][c:7](-[c:11]2[cH:12][c:13]([C:17]([F:18])([F:19])[F:20])[cH:14][cH:15][cH:16]2)[cH:8][c:9]1[CH3:10])[OH:23]. Reactants: ClC1=NC(=CC(=N1)C1=CC=C(C=C1)Cl)C(F)(F)F (2-chloro-4-(4-chloro-phenyl)-6-trifluoromethyl-pyrimidine), N1C=NC(=C1)C1=CC=NC=C1 (4-(1H-imidazol-4-yl)-pyridine). The product is ClC1=CC=C(C=C1)C1=NC(=NC(=C1)C(F)(F)F)N1C=NC(=C1)C1=CC=NC=C1 (4-(4-Chloro-phenyl)-2-(4-pyridin-4-yl-imidazol-1-yl)-6-trifluoromethyl-pyrimidine), solid. Yield: 76.0%. RXN SMILES: Cl[C:2]1[N:7]=[C:6]([C:8]2[CH:13]=[CH:12][C:11]([Cl:14])=[CH:10][CH:9]=2)[CH:5]=[C:4]([C:15]([F:18])([F:17])[F:16])[N:3]=1.[NH:19]1[CH:23]=[C:22]([C:24]2[CH:29]=[CH:28][N:27]=[CH:26][CH:25]=2)[N:21]=[CH:20]1>>[Cl:14][C:11]1[CH:12]=[CH:13][C:8]([C:6]2[CH:5]=[C:4]([C:15]([F:18])([F:17])[F:16])[N:3]=[C:2]([N:19]3[CH:23]=[C:22]([C:24]4[CH:29]=[CH:28][N:27]=[CH:26][CH:25]=4)[N:21]=[CH:20]3)[N:7]=2)=[CH:9][CH:10]=1. Procedure details: The title compound was prepared from 2-chloro-4-(4-chloro-phenyl)-6-trifluoromethyl-pyrimidine (example A.1) (0.15 g, 0.5 mmol) and 4-(1H-imidazol-4-yl)-pyridine [CAS-No. 51746-87-3] (0.073 g, 0.5 mmol) according to the general procedure IVa. Obtained as a light red solid (0.15 g, 76%). MS (ISP) 402.3 [(M+H)+]; mp 269° C. The reactants are COC(=O)C(N)Cc1c[nH]c2ccccc12, Cl, CC(NC(=O)Cc1cc(F)cc(F)c1)C(=O)O. Product: COC(=O)C(Cc1c[nH]c2ccccc12)NC(=O)C(C)NC(=O)Cc1cc(F)cc(F)c1. As a reaction SMILES: [CH3:19][O:20][C:21]([CH:22]([NH2:23])[CH2:24][c:25]1[cH:26][nH:27][c:28]2[cH:29][cH:30][cH:31][cH:32][c:33]12)=[O:34].[ClH:18].[F:1][c:2]1[cH:3][c:4]([CH2:9][C:10](=[O:11])[NH:12][CH:13]([CH3:14])[C:15](=[O:16])[OH:17])[cH:5][c:6]([F:8])[cH:7]1>>[F:1][c:2]1[cH:3][c:4]([CH2:9][C:10](=[O:11])[NH:12][CH:13]([CH3:14])[C:15](=[O:17])[NH:23][CH:22]([C:21]([O:20][CH3:19])=[O:34])[CH2:24][c:25]2[cH:26][nH:27][c:28]3[cH:29][cH:30][cH:31][cH:32][c:33]23)[cH:5][c:6]([F:8])[cH:7]1. Starting materials: C1CCOC1, CC1(C)CC(N=[N+]=[N-])C(=O)Nc2cc([N+](=O)[O-])ccc21, O, c1ccc(P(c2ccccc2)c2ccccc2)cc1. The product is CC1(C)CC(N)C(=O)Nc2cc([N+](=O)[O-])ccc21. Reaction SMILES: [CH2:40]1[O:41][CH2:42][CH2:43][CH2:44]1.[N:1](=[N+:2]=[N-:3])[CH:4]1[C:5](=[O:20])[NH:6][c:7]2[c:8]([cH:13][cH:14][c:15]([N+:17](=[O:18])[O-:19])[cH:16]2)[C:9]([CH3:11])([CH3:12])[CH2:10]1.[OH2:45].[c:21]1([P:22]([c:23]2[cH:24][cH:25][cH:26][cH:27][cH:28]2)[c:29]2[cH:30][cH:31][cH:32][cH:33][cH:34]2)[cH:35][cH:36][cH:37][cH:38][cH:39]1>>[NH2:1][CH:4]1[C:5](=[O:20])[NH:6][c:7]2[c:8]([cH:13][cH:14][c:15]([N+:17](=[O:18])[O-:19])[cH:16]2)[C:9]([CH3:11])([CH3:12])[CH2:10]1. Reactants: NC1=CC=C(C=C1)C1=CC=C(C=C1)CC=1N(C=C(N1)C1=C(C=C(C=C1)Cl)Cl)C1=CC=C(C=C1)N1CC(NS1(=O)=O)=O (5-{4-[2-(4′-Amino-biphenyl-4-ylmethyl)-4-(2,4-dichloro-phenyl)-imidazol-1-yl]-phenyl}-1,2,5-thiadiazolidine-3-one-1,1-dioxide), BrCC1=NOC(=C1)C (3-(bromomethyl)-5-methylisoxazole), ClC(=O)OC(C)C (isopropyl chloroformate). Product: C(C)(C)OC(N(CC1=NOC(=C1)C)C1=CC=C(C=C1)C1=CC=C(C=C1)CC=1N(C=C(N1)C1=C(C=C(C=C1)Cl)Cl)C1=CC=C(C=C1)N1S(NC(C1)=O)(=O)=O)=O ((4′-{4-(2,4-dichloro-phenyl)-1-[4-(1,1,4-trioxo-[1,2,5]thiadiazolidin-2-yl)-phenyl]-1H-imidazol-2-ylmethyl}-biphenyl-4-yl)-(5-methyl-isoxazol-3-ylmethyl)-carbamic acid isopropyl ester). RXN SMILES: [NH2:1][C:2]1[CH:7]=[CH:6][C:5]([C:8]2[CH:13]=[CH:12][C:11]([CH2:14][C:15]3[N:16]([C:28]4[CH:33]=[CH:32][C:31]([N:34]5[S:38](=[O:40])(=[O:39])[NH:37][C:36](=[O:41])[CH2:35]5)=[CH:30][CH:29]=4)[CH:17]=[C:18]([C:20]4[CH:25]=[CH:24][C:23]([Cl:26])=[CH:22][C:21]=4[Cl:27])[N:19]=3)=[CH:10][CH:9]=2)=[CH:4][CH:3]=1.Br[CH2:43][C:44]1[CH:48]=[C:47]([CH3:49])[O:46][N:45]=1.Cl[C:51]([O:53][CH:54]([CH3:56])[CH3:55])=[O:52]>>[CH:54]([O:53][C:51](=[O:52])[N:1]([C:2]1[CH:3]=[CH:4][C:5]([C:8]2[CH:13]=[CH:12][C:11]([CH2:14][C:15]3[N:16]([C:28]4[CH:33]=[CH:32][C:31]([N:34]5[CH2:35][C:36](=[O:41])[NH:37][S:38]5(=[O:40])=[O:39])=[CH:30][CH:29]=4)[CH:17]=[C:18]([C:20]4[CH:25]=[CH:24][C:23]([Cl:26])=[CH:22][C:21]=4[Cl:27])[N:19]=3)=[CH:10][CH:9]=2)=[CH:6][CH:7]=1)[CH2:43][C:44]1[CH:48]=[C:47]([CH3:49])[O:46][N:45]=1)([CH3:56])[CH3:55]. Reported procedure: 5-{4-[2-(4′-Amino-biphenyl-4-ylmethyl)-4-(2,4-dichloro-phenyl)-imidazol-1-yl]-phenyl}-1,2,5-thiadiazolidine-3-one-1,1-dioxide (61 mg, 0.1 mmol) was treated subsequently according to general procedure K using 3-(bromomethyl)-5-methylisoxazole (27 mg, 0.15 mmol) and general procedure U using isopropyl chloroformate (1M solution in toluene) (0.2 mL, 0.2 mmol) to give (4′-{4-(2,4-dichloro-phenyl)-1-[4-(1,1,4-trioxo-[1,2,5]thiadiazolidin-2-yl)-phenyl]-1H-imidazol-2-ylmethyl}-biphenyl-4-yl)-(5-methyl-... Starting materials: Cc1cccc(C)c1CCl, Cc1cccc(CCl)c1C, CC(C)=O, [I-], Cc1nc2c(N)cc(Br)cn2c1C, [Na+], [Na+], [Na+], O=C([O-])[O-]. Yields the product Cc1cccc(C)c1CNc1cc(Br)cn2c(C)c(C)nc12. Reaction SMILES: [CH3:14][c:15]1[c:16]([CH2:17][Cl:18])[c:19]([CH3:23])[cH:20][cH:21][cH:22]1.[CH3:32][c:33]1[c:34]([CH3:35])[cH:36][cH:37][cH:38][c:39]1[CH2:40][Cl:41].[CH3:42][C:43](=[O:44])[CH3:45].[I-:31].[NH2:1][c:2]1[c:3]2[n:4]([cH:5][c:6]([Br:8])[cH:7]1)[c:9]([CH3:13])[c:10]([CH3:12])[n:11]2.[Na+:24].[Na+:25].[Na+:30].[O-:26][C:27](=[O:28])[O-:29]>>[NH:1]([c:2]1[c:3]2[n:4]([cH:5][c:6]([Br:8])[cH:7]1)[c:9]([CH3:13])[c:10]([CH3:12])[n:11]2)[CH2:17][c:16]1[c:15]([CH3:14])[cH:22][cH:21][cH:20][c:19]1[CH3:23].